Dataset: the Open Reaction Database (ORD), a public repository of structured organic reaction records. Task: describe an organic reaction: reactants, conditions, products, and yield The reactants are [O-]Cl.[Na+] (NaOCl), [N+](=O)([O-])C1=CC=C(C=NO)C=C1 (4-Nitrobenzaldehyde oxime), [N+](=O)([O-])C1=CC=C(C=NO)C=C1 (4-Nitrobenzaldehyde oxime), C12C=CC(C=C1)C2 (bicyclo[2.2.1]hepta-2,5-diene). Reaction conditions: temperature 100 celsius, time 8 hour. Run in C1CCOC1 (THF). Isolated yield 43.6%. Product: [N+](=O)([O-])C1=CC=C(C=C1)C1=NOC=C1 (3-(4-Nitrophenyl)isoxazole). Reaction SMILES: [N+:1]([C:4]1[CH:12]=[CH:11][C:7]([CH:8]=[N:9][OH:10])=[CH:6][CH:5]=1)([O-:3])=[O:2].[CH:13]12CC(C=C1)C=[CH:14]2.[O-]Cl.[Na+]>C1COCC1>[N+:1]([C:4]1[CH:5]=[CH:6][C:7]([C:8]2[CH:14]=[CH:13][O:10][N:9]=2)=[CH:11][CH:12]=1)([O-:3])=[O:2] |f:2.3|. Reported procedure: 4-Nitrobenzaldehyde oxime (Intermediate 3, 20 g, 120.5 mmol) and bicyclo[2.2.1]hepta-2,5-diene (32.45 ml, 3015.25 mmol) were added to THF (200 ml) followed by dropwise addition of bleach (6.15% NaOCl, 861.5 ml). The reaction was allowed to stir overnight and then the THF and H2O layers were separated, the THF layer was dried over Na2SO4 and then concentrated under vacuum. The dried material was added to dioxane and heated to 100° C. for 7 days. The crude material was purified by column chromatog... Reactants: CO, COC(=O)CNC(=O)C(F)Oc1ccc(CCNS(=O)(=O)c2ccc(Cl)cc2)cc1, Cl, [Na+], [OH-]. Yields the product O=C(O)CNC(=O)C(F)Oc1ccc(CCNS(=O)(=O)c2ccc(Cl)cc2)cc1. Reaction SMILES: [CH3:34][OH:35].[Cl:1][c:2]1[cH:3][cH:4][c:5]([S:8](=[O:9])(=[O:10])[NH:11][CH2:12][CH2:13][c:14]2[cH:15][cH:16][c:17]([O:18][CH:19]([C:20](=[O:21])[NH:22][CH2:23][C:24](=[O:25])[O:26][CH3:27])[F:28])[cH:29][cH:30]2)[cH:6][cH:7]1.[ClH:33].[Na+:32].[OH-:31]>>[Cl:1][c:2]1[cH:3][cH:4][c:5]([S:8](=[O:9])(=[O:10])[NH:11][CH2:12][CH2:13][c:14]2[cH:15][cH:16][c:17]([O:18][CH:19]([C:20](=[O:21])[NH:22][CH2:23][C:24](=[O:25])[OH:26])[F:28])[cH:29][cH:30]2)[cH:6][cH:7]1. The reactants are C(C)OC(C(C(COC)C1=CNC2=CC=CC(=C12)COC(C)=O)[N+](=O)[O-])=O (3-(4-acetoxymethylindol-3-yl)-2-nitro-4-methoxy-butyric acid ethyl ester), [H][H] (hydrogen). Reagents/catalysts: [Ni] (Raney nickel). Run in C(C)O (ethanol). Yields the product C(C)OC(C(C(COC)C1=CNC2=CC=CC(=C12)COC(C)=O)N)=O (3-(4-Acetoxymethylindol-3-yl)-2-amino-4-methoxy-butyric acid ethyl ester). The yield is 62.5%. RXN SMILES: [CH2:1]([O:3][C:4](=[O:27])[CH:5]([N+:24]([O-])=O)[CH:6]([C:10]1[C:18]2[C:13](=[CH:14][CH:15]=[CH:16][C:17]=2[CH2:19][O:20][C:21](=[O:23])[CH3:22])[NH:12][CH:11]=1)[CH2:7][O:8][CH3:9])[CH3:2].[H][H]>C(O)C.[Ni]>[CH2:1]([O:3][C:4](=[O:27])[CH:5]([NH2:24])[CH:6]([C:10]1[C:18]2[C:13](=[CH:14][CH:15]=[CH:16][C:17]=2[CH2:19][O:20][C:21](=[O:23])[CH3:22])[NH:12][CH:11]=1)[CH2:7][O:8][CH3:9])[CH3:2]. Procedure details: 3-(4-acetoxymethylindol-3-yl)-2-nitro-4-methoxy-butyric acid ethyl ester (226 g) is hydrogenated in ethanol (2.3 l) with Raney nickel as catalyst under hydrogen of normal pressure without addition of heat. 3 mol of hydrogen is taken up in 31/2 hours, whereby the temperature reaches a maximum of 45° C. After filtering of the catalyst and evaporation of the residue, the raw product is chromatographed on silica gel with a mixture of dichloromethane (97.5%) and ethanol (2.5%). 130 g of the title com... Starting materials: yellow sticky solid, ClC1=CC(=C(C=C1)C1=NC2=C(N1CC1=CC=C(C=C1)CCC(=O)O)C=C(C(=C2)F)F)OCC2CCCC2 (3-{4-[2-(4-Chloro-2-cyclopentylmethoxy-phenyl)-5,6-difluoro-benzoimidazol-1-ylmethyl]-phenyl}-propionic acid), C1(CCCCC1)CN1C(=NC2=C1C=CC=C2)C2=C(C=CC=C2)CCC2=CC=C(OCC(=O)O)C=C2 ((4-{2-[2-(1-Cyclohexylmethyl-1H-benzoimidazol-2-yl)-phenyl]-ethyl}-phenoxy)-acetic acid), C1(CCCCC1)CN1C(=NC2=C1C=CC=C2)C2=C(C=CC=C2)CCC2=CC=C(OCC(=O)O)C=C2 ((4-{2-[2-(1-Cyclohexylmethyl-1H-benzoimidazol-2-yl)-phenyl]-ethyl}-phenoxy)-acetic acid), BrCCC1CCCCC1 ((2-bromo-ethyl)-cyclohexane). Product: BrC1=C(C=CC=C1)C1=NC2=C(N1CCC1CCCCC1)C=CC=C2 (2-(2-Bromo-phenyl)-1-(2-cyclohexyl-ethyl)-1H-benzoimidazole). Reaction SMILES: ClC1C=CC(C2N(C[C:14]3[CH:19]=[CH:18][C:17]([CH2:20][CH2:21]C(O)=O)=[CH:16][CH:15]=3)C3C=C(F)C(F)=CC=3N=2)=C(OCC2CCCC2)C=1.C1(C[N:45]2[C:49]3[CH:50]=[CH:51][CH:52]=[CH:53][C:48]=3[N:47]=[C:46]2[C:54]2C=C[CH:57]=[CH:56][C:55]=2CCC2C=CC(OCC(O)=O)=CC=2)CCCCC1.[Br:73][CH2:74][CH2:75]C1CCCCC1>>[Br:73][C:74]1[CH:75]=[CH:57][CH:56]=[CH:55][C:54]=1[C:46]1[N:45]([CH2:21][CH2:20][CH:17]2[CH2:16][CH2:15][CH2:14][CH2:19][CH2:18]2)[C:49]2[CH:50]=[CH:51][CH:52]=[CH:53][C:48]=2[N:47]=1. Procedure: The title compound was prepared in analogy to Example 19, intermediate b, from 2-(2-bromo-phenyl)-5,6-difluoro-1H-benzoimidazole (Example 79, intermediate f) and (2-bromo-ethyl)-cyclohexane (CAS Reg. No. 1647-26-3). Light yellow sticky solid (87%). MS (Turbo Spray): m/z=384.2 (M+H). Reactants: C([O-])([O-])=O.[K+].[K+] (potassium carbonate), COC=1C=C(C=C(C1OC)OC)C(C(=O)O)=C (3,4,5-trimethoxyphenylpropenoic acid), C (charcoal). The reagents and catalysts are [Pd] (palladium). The solvent is O (water). Run at time 1 hour. Product: COC=1C=C(C=C(C1OC)OC)CCC(=O)O (3,4,5-trimethoxy-benzenepropanoic acid). Yield: 167.5%. RXN SMILES: [C:1](=[O:4])([O-])[O-:2].[K+].[K+].[CH3:7][O:8][C:9]1[CH:10]=[C:11]([C:19](=C)[C:20](O)=O)[CH:12]=[C:13]([O:17][CH3:18])[C:14]=1[O:15][CH3:16].C>[Pd].O>[CH3:18][O:17][C:13]1[CH:12]=[C:11]([CH2:19][CH2:20][C:1]([OH:2])=[O:4])[CH:10]=[C:9]([O:8][CH3:7])[C:14]=1[O:15][CH3:16] |f:0.1.2|. Procedure details: 6.8 g of potassium carbonate is added to a solution of 21.44 g of 3,4,5-trimethoxyphenylpropenoic acid and 45 ml of water then the medium is hydrogenated for one hour under a pressure of 1200-1300 mbars in the presence of 1.8 g activated charcoal with 10% palladium, in this way 2.1 l of hydrogen is absorbed. The reaction medium is filtered, followed by washing with water and acidifying with 50 ml of hydrochloric acid (2N). After separation, the residue is washed with water and dried under reduce... The reactants are C(C)OC(=O)C=1SC=2C=NC=CC2N1 (thiazolo [5,4-c]pyridine-2-carboxylic acid ethyl ester), C1(=CC=CC=C1)[C@@H](C)N (1(R)-phenyl ethyl amine), C[Al](C)C (trimethylaluminum), CCCCCC (hexane). The solvent is ClCCl (dichloromethane). Reaction conditions: time 5 hour. The product is C1(=CC=CC=C1)[C@@H](C)NC(=O)C=1SC=2C=NC=CC2N1 (Thiazolo[5,4-c]pyridine-2-carboxylic acid(1(R)-phenyl-ethyl)amide). Reaction SMILES: C(O[C:4]([C:6]1[S:7][C:8]2[CH:9]=[N:10][CH:11]=[CH:12][C:13]=2[N:14]=1)=[O:5])C.[C:15]1([C@H:21]([NH2:23])[CH3:22])[CH:20]=[CH:19][CH:18]=[CH:17][CH:16]=1.C[Al](C)C.CCCCCC>ClCCl>[C:15]1([C@H:21]([NH:23][C:4]([C:6]2[S:7][C:8]3[CH:9]=[N:10][CH:11]=[CH:12][C:13]=3[N:14]=2)=[O:5])[CH3:22])[CH:20]=[CH:19][CH:18]=[CH:17][CH:16]=1. Reported procedure: To a solution of thiazolo [5,4-c]pyridine-2-carboxylic acid ethyl ester (16 mg, 0.08 mmol) and 1(R)-phenyl ethyl amine (0.03 mL, 0.23 mmol) in dichloromethane(0.3 mL)was added a solution of trimethylaluminum in hexane(0.115 mL, 2.0 M., 0.23 mmol). The solution was then stirred for 5 hours at room temperature. After usual work-up, the product was purified by flash chromatography (CH2Cl2/EtOAc 1:1)and triturated in hexane to give 14 mg of the thiazolo derivative. Starting materials: COC(=O)Cc1c(Cl)ccc2ncc(C)nc12, C1COCCO1, O, O=[Se](O)O. The product is COC(=O)Cc1c(Cl)ccc2ncc(C=O)nc12. Reaction SMILES: [CH3:5][O:6][C:7]([CH2:8][c:9]1[c:10]2[n:11][c:12]([CH3:20])[cH:13][n:14][c:15]2[cH:16][cH:17][c:18]1[Cl:19])=[O:21].[O:22]1[CH2:23][CH2:24][O:25][CH2:26][CH2:27]1.[OH2:28].[Se:1](=[O:2])([OH:3])[OH:4]>>[O:2]=[CH:20][c:12]1[n:11][c:10]2[c:9]([CH2:8][C:7]([O:6][CH3:5])=[O:21])[c:18]([Cl:19])[cH:17][cH:16][c:15]2[n:14][cH:13]1. Reactants: Cc1ccc(NC(=O)c2ccoc2)cc1B1OC(C)(C)C(C)(C)O1, O=C(NCC1CC1)c1ccc(Cl)nc1. Product: Cc1ccc(NC(=O)c2ccoc2)cc1-c1ccc(C(=O)NCC2CC2)cn1. RXN SMILES: [CH3:15][c:16]1[c:17]([B:30]2[O:31][C:32]([CH3:33])([CH3:34])[C:35]([CH3:36])([CH3:37])[O:38]2)[cH:18][c:19]([NH:22][C:23](=[O:24])[c:25]2[cH:26][o:27][cH:28][cH:29]2)[cH:20][cH:21]1.[Cl:1][c:2]1[n:3][cH:4][c:5]([C:6](=[O:7])[NH:8][CH2:9][CH:10]2[CH2:11][CH2:12]2)[cH:13][cH:14]1>>[c:2]1(-[c:17]2[c:16]([CH3:15])[cH:21][cH:20][c:19]([NH:22][C:23](=[O:24])[c:25]3[cH:26][o:27][cH:28][cH:29]3)[cH:18]2)[n:3][cH:4][c:5]([C:6](=[O:7])[NH:8][CH2:9][CH:10]2[CH2:11][CH2:12]2)[cH:13][cH:14]1. The reactants are C1CCOC1, COc1ccc2[nH]c(C)c(C(C)(C)C(=O)O)c2c1, C[Si](C)(C)[N-][Si](C)(C)C, [Cl-], O=C(Cl)c1ccc(Cl)cc1, Cl, [K+], [NH4+]. Yields the product COc1ccc2c(c1)c(C(C)(C)C(=O)O)c(C)n2C(=O)c1ccc(Cl)cc1. As a reaction SMILES: [CH2:42]1[O:43][CH2:44][CH2:45][CH2:46]1.[CH3:1][O:2][c:3]1[cH:4][c:5]2[c:6]([C:13]([C:14](=[O:15])[OH:16])([CH3:17])[CH3:18])[c:7]([CH3:12])[nH:8][c:9]2[cH:10][cH:11]1.[CH3:20][Si:21]([N-:22][Si:23]([CH3:24])([CH3:25])[CH3:26])([CH3:27])[CH3:28].[Cl-:39].[Cl:29][C:30](=[O:31])[c:32]1[cH:33][cH:34][c:35]([Cl:36])[cH:37][cH:38]1.[ClH:41].[K+:19].[NH4+:40]>>[CH3:1][O:2][c:3]1[cH:4][c:5]2[c:6]([C:13]([C:14](=[O:15])[OH:16])([CH3:17])[CH3:18])[c:7]([CH3:12])[n:8]([C:30](=[O:31])[c:32]3[cH:33][cH:34][c:35]([Cl:36])[cH:37][cH:38]3)[c:9]2[cH:10][cH:11]1.